Dataset: the Open Reaction Database (ORD), a public repository of structured organic reaction records. Task: describe an organic reaction: reactants, conditions, products, and yield The product is CCOc1nc2ccc(N)c(C)c2c(=O)o1. As a reaction SMILES: [CH3:19][CH2:20][O:21][C:22](=[O:23])[CH3:24].[N+:1]([O-:2])(=[O:3])[c:4]1[cH:5][cH:6][c:7]2[c:8]([c:9](=[O:16])[o:10][c:11]([O:13][CH2:14][CH3:15])[n:12]2)[c:17]1[CH3:18]>>[NH2:1][c:4]1[cH:5][cH:6][c:7]2[c:8]([c:9](=[O:16])[o:10][c:11]([O:13][CH2:14][CH3:15])[n:12]2)[c:17]1[CH3:18]. The reactants are CCOC(C)=O, CCOc1nc2ccc([N+](=O)[O-])c(C)c2c(=O)o1. Reactants: FC(OC=1C=C(C=CC1)C=C(C)[N+](=O)[O-])(F)F (1-(3'-trifluoromethoxy-phenyl)-2-nitro-propene), ferric chloride, O (water), ketone, Cl (hydrochloric acid). The reagents and catalysts are [Fe] (iron). Conditions: temperature 80 celsius, time 5 hour. Yields the product FC(OC=1C=C(C=CC1)CC(C)=O)(F)F (1-(3'-trifluoromethoxy-phenyl)-2-propanone). Isolated yield 55.0%. RXN SMILES: [F:1][C:2]([F:17])([F:16])[O:3][C:4]1[CH:5]=[C:6]([CH:10]=[C:11]([N+]([O-])=O)[CH3:12])[CH:7]=[CH:8][CH:9]=1.Cl.[OH2:19]>[Fe]>[F:1][C:2]([F:17])([F:16])[O:3][C:4]1[CH:5]=[C:6]([CH2:10][C:11](=[O:19])[CH3:12])[CH:7]=[CH:8][CH:9]=1. Reported procedure: 29 g (117 mmols) of 1-(3'-trifluoromethoxy-phenyl)-2-nitro-propene, 46 g (0.82 g atom) of iron powder, 0.6 g of ferric chloride and 120 ml of water are introduced into a 500 ml three-necked flask equipped with a mechanical stirrer, a condenser and a dropping funnel, and this mixture is heated at 80° C. 29 ml of concentrated hydrochloric acid are added dropwise, via the dropping funnel, with stirring, over the course of 5 hours, while the temperature is kept at 80° C. The reaction mixture is allo... Starting materials: C1CCOC1, C=CCCO, O=[N+]([O-])c1cc(Cl)ccc1F, [H-], [Na+]. Product: C=CCCOc1ccc(Cl)cc1[N+](=O)[O-]. As a reaction SMILES: [CH2:19]1[O:20][CH2:21][CH2:22][CH2:23]1.[CH2:1]([CH2:2][CH:3]=[CH2:4])[OH:5].[Cl:8][c:9]1[cH:10][c:11]([N+:16](=[O:17])[O-:18])[c:12]([F:15])[cH:13][cH:14]1.[H-:7].[Na+:6]>>[CH2:1]([CH2:2][CH:3]=[CH2:4])[O:5][c:12]1[c:11]([N+:16](=[O:17])[O-:18])[cH:10][c:9]([Cl:8])[cH:14][cH:13]1. Starting materials: CN(C)CC1=CC2=C(CN(CC2)C(C2=CC=C(C=C2)C(C2=CC=C(C=C2)OC)=O)=O)O1 (N,N-Dimethyl-[6-[4-(4-methoxybenzoyl)benzoyl]-4,5,6,7-tetrahydrofuro[2,3-c]pyridin-2-ylmethyl]amine), Cl (hydrogen chloride). Yields the product Cl.CN(C)CC1=CC2=C(CN(CC2)C(C2=CC=C(C=C2)C(C2=CC=C(C=C2)OC)=O)=O)O1 (N,N-dimethyl-[6-[4-(4-methoxybenzoyl)benzoyl]-4,5,6,7-tetrahydrofuro[2,3-c]pyridin-2-ylmethyl]amine hydrochloride). Run in CO (methanol), C(C)(=O)OCC (ethyl acetate). Reaction SMILES: [CH3:1][N:2]([CH2:4][C:5]1[O:31][C:8]2[CH2:9][N:10]([C:13](=[O:30])[C:14]3[CH:19]=[CH:18][C:17]([C:20](=[O:29])[C:21]4[CH:26]=[CH:25][C:24]([O:27][CH3:28])=[CH:23][CH:22]=4)=[CH:16][CH:15]=3)[CH2:11][CH2:12][C:7]=2[CH:6]=1)[CH3:3].[ClH:32]>CO.C(OCC)(=O)C>[ClH:32].[CH3:1][N:2]([CH2:4][C:5]1[O:31][C:8]2[CH2:9][N:10]([C:13](=[O:30])[C:14]3[CH:15]=[CH:16][C:17]([C:20](=[O:29])[C:21]4[CH:26]=[CH:25][C:24]([O:27][CH3:28])=[CH:23][CH:22]=4)=[CH:18][CH:19]=3)[CH2:11][CH2:12][C:7]=2[CH:6]=1)[CH3:3] |f:4.5|. Procedure details: N,N-Dimethyl-[6-[4-(4-methoxybenzoyl)benzoyl]-4,5,6,7-tetrahydrofuro[2,3-c]pyridin-2-ylmethyl]amine 0.200 g was dissolved in 2 ml of methanol; hydrogen chloride in ethyl acetate was added in excess, followed by stirring. This was concentrated; the resulting solid was washed with diethyl ether to yield the desired product. Reactants: Br, CC(=O)O, CCc1c2c(c(OC)c(=O)n1C)C(=O)N(Cc1ccc(F)c(Cl)c1)CC2. The product is CCc1c2c(c(O)c(=O)n1C)C(=O)N(Cc1ccc(F)c(Cl)c1)CC2. RXN SMILES: [BrH:27].[CH3:28][C:29](=[O:30])[OH:31].[Cl:1][c:2]1[cH:3][c:4]([CH2:5][N:6]2[C:7](=[O:22])[c:8]3[c:9]([O:20][CH3:21])[c:10](=[O:19])[n:11]([CH3:18])[c:12]([CH2:16][CH3:17])[c:13]3[CH2:14][CH2:15]2)[cH:23][cH:24][c:25]1[F:26]>>[Cl:1][c:2]1[cH:3][c:4]([CH2:5][N:6]2[C:7](=[O:22])[c:8]3[c:9]([OH:20])[c:10](=[O:19])[n:11]([CH3:18])[c:12]([CH2:16][CH3:17])[c:13]3[CH2:14][CH2:15]2)[cH:23][cH:24][c:25]1[F:26]. Reactants: O=C(OO)c1cccc(Cl)c1, [Na+], [Na+], C1CCOC1, O=S([O-])([O-])=S, Cc1ccc(-c2ccc3c(c2)C=C(C(=O)Nc2ccc(-c4cccnc4)cc2)CCO3)cc1. Product: Cc1ccc(-c2ccc3c(c2)C=C(C(=O)Nc2ccc(-c4ccc[n+]([O-])c4)cc2)CCO3)cc1. RXN SMILES: [Cl:34][c:35]1[cH:36][cH:37][cH:38][c:39]([C:40]([O:41][OH:43])=[O:42])[cH:44]1.[Na+:50].[Na+:51].[O:52]1[CH2:53][CH2:54][CH2:55][CH2:56]1.[S:45]([O-:46])([O-:47])(=[O:48])=[S:49].[n:1]1[cH:2][c:3](-[c:7]2[cH:8][cH:9][c:10]([NH:13][C:14](=[O:15])[C:16]3=[CH:22][c:21]4[c:20]([cH:26][cH:25][c:24](-[c:27]5[cH:28][cH:29][c:30]([CH3:33])[cH:31][cH:32]5)[cH:23]4)[O:19][CH2:18][CH2:17]3)[cH:11][cH:12]2)[cH:4][cH:5][cH:6]1>>[n+:1]1([O-:42])[cH:2][c:3](-[c:7]2[cH:8][cH:9][c:10]([NH:13][C:14](=[O:15])[C:16]3=[CH:22][c:21]4[c:20]([cH:26][cH:25][c:24](-[c:27]5[cH:28][cH:29][c:30]([CH3:33])[cH:31][cH:32]5)[cH:23]4)[O:19][CH2:18][CH2:17]3)[cH:11][cH:12]2)[cH:4][cH:5][cH:6]1.